The task is: describe an organic reaction: reactants, conditions, products, and yield. This data is from the Open Reaction Database (ORD), a public repository of structured organic reaction records. Starting materials: CC(c1ccc(Br)cc1)N1CCC(CCCO)(c2ccccc2)OC1=O, Nc1cc(Br)ccn1. The product is CC(c1ccc(-c2ccnc(N)c2)cc1)N1CCC(CCCO)(c2ccccc2)OC1=O. RXN SMILES: [Br:1][c:2]1[cH:3][cH:4][c:5]([CH:8]([CH3:9])[N:10]2[C:11](=[O:26])[O:12][C:13]([c:16]3[cH:17][cH:18][cH:19][cH:20][cH:21]3)([CH2:22][CH2:23][CH2:24][OH:25])[CH2:14][CH2:15]2)[cH:6][cH:7]1.[NH2:27][c:28]1[n:29][cH:30][cH:31][c:32]([Br:34])[cH:33]1>>[c:2]1(-[c:32]2[cH:31][cH:30][n:29][c:28]([NH2:27])[cH:33]2)[cH:3][cH:4][c:5]([CH:8]([CH3:9])[N:10]2[C:11](=[O:26])[O:12][C:13]([c:16]3[cH:17][cH:18][cH:19][cH:20][cH:21]3)([CH2:22][CH2:23][CH2:24][OH:25])[CH2:14][CH2:15]2)[cH:6][cH:7]1. Starting materials: CS(C)=O, N#Cc1ccc(Oc2ccc(C=O)c3ccccc23)nc1, [K+], [K+], O=C([O-])[O-], O, OO. The product is NC(=O)c1ccc(Oc2ccc(C=O)c3ccccc23)nc1. Reaction SMILES: [CH3:31][S:32]([CH3:33])=[O:34].[CH:1](=[O:2])[c:3]1[cH:4][cH:5][c:6]([O:13][c:14]2[n:15][cH:16][c:17]([C:18]#[N:19])[cH:20][cH:21]2)[c:7]2[cH:8][cH:9][cH:10][cH:11][c:12]12.[K+:22].[K+:23].[O-:24][C:25]([O-:26])=[O:27].[OH2:30].[OH:28][OH:29]>>[CH:1](=[O:2])[c:3]1[cH:4][cH:5][c:6]([O:13][c:14]2[n:15][cH:16][c:17]([C:18]([NH2:19])=[O:24])[cH:20][cH:21]2)[c:7]2[cH:8][cH:9][cH:10][cH:11][c:12]12. Reactants: CCOC(=O)C (EtOAc), C(#N)C1=CC=C(CO)C=C1 (4-cyanobenzyl alcohol), N1C=NC=C1 (imidazole), [Si](C)(C)(C(C)(C)C)Cl (tert-butyldimethylsilyl chloride), OS(=O)(=O)[O-].[K+] (KHSO4). The solvent is CCCCCC (hexane), CN(C)C=O (DMF). Run at time 14 hour. The product is C(C)(C)(C)[SiH2]OC(C1=CC=C(C#N)C=C1)(C)C (4-(tert-butyl-dimethyl-silanyloxymethyl)-benzonitrile). The yield is 36.0%. Reaction SMILES: [C:1]([C:3]1[CH:10]=[CH:9][C:6](CO)=[CH:5][CH:4]=1)#[N:2].N1C=CN=[CH:12]1.[Si:16](Cl)([C:19]([CH3:22])([CH3:21])[CH3:20])(C)C.OS([O-])(=O)=O.[K+].CCO[C:33]([CH3:35])=[O:34]>CN(C=O)C.CCCCCC>[C:19]([SiH2:16][O:34][C:33]([CH3:35])([CH3:12])[C:6]1[CH:9]=[CH:10][C:3]([C:1]#[N:2])=[CH:4][CH:5]=1)([CH3:22])([CH3:21])[CH3:20] |f:3.4|. Procedure: To a solution of 4-cyanobenzyl alcohol (5.0 g, 37.9 mmol) in DMF was added imidazole (2.79 g, 41 mmmol) and tert-butyldimethylsilyl chloride (6.2 g, 41 mmol). After stirring for 14 h, the reaction mixture was poured into 0.1M aqueous KHSO4 and extracted three times with diethyl ether. The combined organic phases were washed twice with water, once with brine and dried over MgSO4. Filtration followed by removal of volatiles under reduced pressure gave crude product. Flash chromatography (10% EtOAc... Reaction SMILES: [Cl:1][C:2]1[C:8]([N:9]2[CH2:13][CH2:12][CH:11]([CH2:14][N:15]([CH3:17])[CH3:16])[CH2:10]2)=[CH:7][C:5]([NH2:6])=[C:4]([N+:18]([O-])=O)[CH:3]=1>[Ni].CCOC(C)=O>[Cl:1][C:2]1[CH:3]=[C:4]([NH2:18])[C:5]([NH2:6])=[CH:7][C:8]=1[N:9]1[CH2:13][CH2:12][CH:11]([CH2:14][N:15]([CH3:16])[CH3:17])[CH2:10]1. Product: ClC=1C=C(C(=CC1N1CC(CC1)CN(C)C)N)N (4-Chloro-5-(3-dimethylaminomethyl-pyrrolidin-1-yl)-benzene-1,2-diamine). Run in CCOC(=O)C (EtOAc). Run at time 2 day. Procedure: A mixture of 4-chloro-5-(3-dimethylaminomethyl-pyrrolidin-1-yl)-2-nitroaniline (630 mg, 2.1 mmol), EtOAc (20 mL) and Ra—Ni (150 mg) was stirred for 2 days at rt under a hydrogen atmosphere (3.0 bar). The catalyst was removed by filtration and the filtrate was concentrated. The crude was purified by chromatography to give the sub-title compound. Reagents/catalysts: [Ni] (Ra—Ni). The reactants are ClC1=CC(=C(N)C=C1N1CC(CC1)CN(C)C)[N+](=O)[O-] (4-chloro-5-(3-dimethylaminomethyl-pyrrolidin-1-yl)-2-nitroaniline). Reactants: O1C=C(C=C1)COC1=C(C=C(C=C1)N)Cl (4-amino-2-chlorophenyl 3-furylmethyl ether), Cl.ClC1=NC=NC2=CC(=C(C=C12)OC)OC (4-chloro-6,7-dimethoxyquinazoline hydrochloride). Yields the product Cl.ClC=1C=C(NC2=NC=NC3=CC(=C(C=C23)OC)OC)C=CC1OCC1=COC=C1 (4-[3-chloro-4-(3-furylmethoxy)anilino]-6,7-dimethoxyquinazoline hydrochloride salt). Yield: 79.0%. Reaction SMILES: [O:1]1[CH:5]=[CH:4][C:3]([CH2:6][O:7][C:8]2[CH:13]=[CH:12][C:11]([NH2:14])=[CH:10][C:9]=2[Cl:15])=[CH:2]1.Cl.Cl[C:18]1[C:27]2[C:22](=[CH:23][C:24]([O:30][CH3:31])=[C:25]([O:28][CH3:29])[CH:26]=2)[N:21]=[CH:20][N:19]=1>>[ClH:15].[Cl:15][C:9]1[CH:10]=[C:11]([CH:12]=[CH:13][C:8]=1[O:7][CH2:6][C:3]1[CH:4]=[CH:5][O:1][CH:2]=1)[NH:14][C:18]1[C:27]2[C:22](=[CH:23][C:24]([O:30][CH3:31])=[C:25]([O:28][CH3:29])[CH:26]=2)[N:21]=[CH:20][N:19]=1 |f:1.2,3.4|. Reported procedure: Using an analogous procedure to that described in Example 1 except that the reaction mixture was heated to reflux for 6 hours, 4-amino-2-chlorophenyl 3-furylmethyl ether was reacted with 4-chloro-6,7-dimethoxyquinazoline hydrochloride to give 4-[3-chloro-4-(3-furylmethoxy)anilino]-6,7-dimethoxyquinazoline hydrochloride salt in 79% yield, m.p. 244°-246° C.;